This data is from the Open Reaction Database (ORD), a public repository of structured organic reaction records. The task is: describe an organic reaction: reactants, conditions, products, and yield Starting materials: CN(C)C=O, [H-], [H][H], O=C(O)CN1CCC(CCCN2CCCCC2)CC1, [Na+], [Na+], [Na], [OH-], O=P(Cl)(Cl)Cl, O=C1Nc2cccnc2Nc2ccccc21. Yields the product O=C1Nc2cccnc2N(C(=O)CN2CCC(CCCN3CCCCC3)CC2)c2ccccc21. As a reaction SMILES: [CH3:48][N:49]([CH3:50])[CH:51]=[O:52].[H-:20].[H:22][H:23].[N:1]1([CH2:7][CH2:8][CH2:9][CH:10]2[CH2:11][CH2:12][N:13]([CH2:16][C:17](=[O:18])[OH:19])[CH2:14][CH2:15]2)[CH2:2][CH2:3][CH2:4][CH2:5][CH2:6]1.[Na+:21].[Na+:47].[Na:24].[OH-:46].[P:41]([Cl:42])([Cl:43])([Cl:44])=[O:45].[n:25]1[cH:26][cH:27][cH:28][c:29]2[c:30]1[NH:31][c:32]1[c:33]([cH:37][cH:38][cH:39][cH:40]1)[C:34](=[O:36])[NH:35]2>>[N:1]1([CH2:7][CH2:8][CH2:9][CH:10]2[CH2:11][CH2:12][N:13]([CH2:16][C:17](=[O:19])[N:31]3[c:30]4[n:25][cH:26][cH:27][cH:28][c:29]4[NH:35][C:34](=[O:36])[c:33]4[c:32]3[cH:40][cH:39][cH:38][cH:37]4)[CH2:14][CH2:15]2)[CH2:2][CH2:3][CH2:4][CH2:5][CH2:6]1. Starting materials: Clc1cnc2ccc(Br)cc2n1, CC(C)O, ClC(Cl)Cl, [H-], [Na+], CN(C)C=O, OCCO. The product is OCCOc1cnc2ccc(Br)cc2n1. As a reaction SMILES: [Br:7][c:8]1[cH:9][cH:10][c:11]2[n:12][cH:13][c:14]([Cl:18])[n:15][c:16]2[cH:17]1.[CH:24]([OH:25])([CH3:26])[CH3:27].[CH:28]([Cl:29])([Cl:30])[Cl:31].[H-:1].[Na+:2].[O:19]=[CH:20][N:21]([CH3:22])[CH3:23].[OH:3][CH2:4][CH2:5][OH:6]>>[O:3]([CH2:4][CH2:5][OH:6])[c:14]1[cH:13][n:12][c:11]2[cH:10][cH:9][c:8]([Br:7])[cH:17][c:16]2[n:15]1. Reactants: OB(C1=CC=C(C(=O)O)C=C1)O (4-(dihydroxyboryl)benzoic acid), C(C)O (ethanol), Cl (HCl). The solvent is O1CCOCC1 (dioxane). Run at time 1.5 hour. Yields the product C(C)OC(=O)C1=CC=C(C=C1)B(O)O (4-(ethoxycarbonyl)phenylboronic acid). Reaction SMILES: [OH:1][B:2]([OH:12])[C:3]1[CH:11]=[CH:10][C:6]([C:7]([OH:9])=[O:8])=[CH:5][CH:4]=1.Cl.[CH2:14](O)[CH3:15]>O1CCOCC1>[CH2:14]([O:8][C:7]([C:6]1[CH:10]=[CH:11][C:3]([B:2]([OH:12])[OH:1])=[CH:4][CH:5]=1)=[O:9])[CH3:15]. Procedure details: A suspension of 4-(dihydroxyboryl)benzoic acid (5.0 g, 30.13 mmol) in ethanol (16.0 mL) was treated with 4N HCl in dioxane (34.0 mL), heated to reflux, stirred for 1.5 hours, and concentrated. The concentrate was partitioned between water (150.0 mL) and diethyl ether (100.0 mL) and the aqueous layer was extracted with diethyl ether (2×100 mL). The combined organic extracts were dried (MgSO4), filtered, and concentrated to provide the desired product. MS (APCI) m/e 194 (M+H)+; 1H NMR (300 MHz, DM... Starting materials: FC(C=1C=C(C=C(C1)C(F)(F)F)C(C(=O)N(C)C=1C=NC(=CC1C1=C(C=CC=C1)C)Cl)(C)C)(F)F (2-[3,5-bis(trifluoromethyl)phenyl]-N-[6-chloro-4-(2-methylphenyl)-3-pyridinyl]-N,2-dimethylpropanamide), C1[C@H]2N(CCN1)C(CC2)=O ((8aS)-hexahydropyrrolo[1,2-a]pyrazin-6(2H)-one), C([O-])([O-])=O.[K+].[K+] (potassium carbonate), [NH4+].[Cl-] (NH4Cl). Run in CS(=O)C (DMSO). Product: FC(C=1C=C(C=C(C1)C(F)(F)F)C(C(=O)N(C=1C=NC(=CC1C1=C(C=CC=C1)C)N1C[C@H]2N(CC1)C(CC2)=O)C)(C)C)(F)F (2-[3,5-Bis(trifluoromethyl)phenyl]-N,2-dimethyl-N-{4-(2-methylphenyl)-6-[(8aS)-6-oxohexahydropyrrolo[1,2-a]pyrazin-2(1H)-yl]-3-pyridinyl}propanamide). The yield is 56.2%. Reaction SMILES: [F:1][C:2]([F:35])([F:34])[C:3]1[CH:4]=[C:5]([C:13]([CH3:33])([CH3:32])[C:14]([N:16]([C:18]2[CH:19]=[N:20][C:21](Cl)=[CH:22][C:23]=2[C:24]2[CH:29]=[CH:28][CH:27]=[CH:26][C:25]=2[CH3:30])[CH3:17])=[O:15])[CH:6]=[C:7]([C:9]([F:12])([F:11])[F:10])[CH:8]=1.[CH2:36]1[NH:41][CH2:40][CH2:39][N:38]2[C:42](=[O:45])[CH2:43][CH2:44][C@@H:37]12.C(=O)([O-])[O-].[K+].[K+].[NH4+].[Cl-]>CS(C)=O>[F:1][C:2]([F:35])([F:34])[C:3]1[CH:4]=[C:5]([C:13]([CH3:33])([CH3:32])[C:14]([N:16]([CH3:17])[C:18]2[CH:19]=[N:20][C:21]([N:41]3[CH2:40][CH2:39][N:38]4[C:42](=[O:45])[CH2:43][CH2:44][C@H:37]4[CH2:36]3)=[CH:22][C:23]=2[C:24]2[CH:29]=[CH:28][CH:27]=[CH:26][C:25]=2[CH3:30])=[O:15])[CH:6]=[C:7]([C:9]([F:12])([F:11])[F:10])[CH:8]=1 |f:2.3.4,5.6|. Conditions: temperature 180 celsius. Reported procedure: A 8 ml sealed vial was charged with 100 mg (0.161 mmoles) of 2-[3,5-bis(trifluoromethyl)phenyl]-N-[6-chloro-4-(2-methylphenyl)-3-pyridinyl]-N,2-dimethylpropanamide (WO 2005/002577), 67 mg (0.483 mmol) of (8aS)-hexahydropyrrolo[1,2-a]pyrazin-6(2H)-one (WO 2003/066635), 44.5 mg (0.322 mmol) of potassium carbonate; the reagents were dissolved in 0.8 ml of DMSO. The reaction mixture was heated at 180° C. for 36-48 hrs and then added to a saturated NH4Cl solution and back extracted with DCM; the crud... Starting materials: ClCCCCC (1-chloropentane), Compound 1, C(CSCCS)S (3-thia-1,5-pentane dithiol), [Na] (sodium). Solvent: C(C)O (ethanol). Reaction conditions: time 30 minute. The product is CCCCCSCCSCCSCCCCC (6,9,12-TRITHIAHEPTADECANE). Yield: 62.0%. As a reaction SMILES: [Na].[CH2:2]([SH:8])[CH2:3][S:4][CH2:5][CH2:6][SH:7].Cl[CH2:10][CH2:11][CH2:12][CH2:13][CH3:14]>C(O)C>[CH3:10][CH2:11][CH2:12][CH2:13][CH2:14][S:8][CH2:2][CH2:3][S:4][CH2:5][CH2:6][S:7][CH2:10][CH2:11][CH2:12][CH2:13][CH3:14] |^1:0|. Procedure details: (Compound 1) of formula: ##STR11## 150 ml of absolute ethanol are introduced into a 500 ml three-necked flask, under argon, which is equipped with a thermometer, a condenser and a dropping funnel. Into it are dissolved 4.6 g of sodium (0.20 mole) and heating takes place to 45° C. This is followed by the slow addition of 15.43 g of an ethanolic 3-thia-1,5-pentane dithiol solution (0.10 mole). After stirring for 30 min., slow addition takes place of 25.58 g of an ethanolic 1-chloropentane solution... The reactants are NN1C(C2=CC=CC=C2C(=N1)N1CCOCC1)=O (2-amino-4-morpholinophthalazin-1(2H)-one), COC=1C=C(C=CC1OC)CC(=O)O (2-(3,4-dimethoxyphenyl)acetic acid). Yields the product COC=1C=C(C=CC1OC)CC(=O)NN1C(C2=CC=CC=C2C(=N1)N1CCOCC1)=O (2-(3,4-dimethoxyphenyl)-N-[4-(morpholin-4-yl)-1-oxophthalazin-2(1H)-yl]acetamide). Reaction SMILES: [NH2:1][N:2]1[N:11]=[C:10]([N:12]2[CH2:17][CH2:16][O:15][CH2:14][CH2:13]2)[C:9]2[C:4](=[CH:5][CH:6]=[CH:7][CH:8]=2)[C:3]1=[O:18].[CH3:19][O:20][C:21]1[CH:22]=[C:23]([CH2:29][C:30](O)=[O:31])[CH:24]=[CH:25][C:26]=1[O:27][CH3:28]>>[CH3:19][O:20][C:21]1[CH:22]=[C:23]([CH2:29][C:30]([NH:1][N:2]2[N:11]=[C:10]([N:12]3[CH2:17][CH2:16][O:15][CH2:14][CH2:13]3)[C:9]3[C:4](=[CH:5][CH:6]=[CH:7][CH:8]=3)[C:3]2=[O:18])=[O:31])[CH:24]=[CH:25][C:26]=1[O:27][CH3:28]. Reported procedure: The product of Example 1B and 2-(3,4-dimethoxyphenyl)acetic acid were treated using a method similar to that described in Example 111 to give the title compound. 1H NMR (500 MHz, DMSO-d6/Deuterium Oxide) δ ppm 8.31 (dd, J=7.9, 1.3 Hz, 1H), 8.03 (d, J=8.0 Hz, 1H), 7.97-8.01 (m, 1H), 7.89-7.93 (m, 1H), 7.02 (d, J=1.9 Hz, 1H), 6.92 (q, J=8.3 Hz, 1H), 3.80-3.83 (m, 5H), 3.78 (s, 3H), 3.75 (s, 3H), 3.59 (s, 2H), 3.17 (s, 1H), 3.08-3.10 (m, 3H); MS (ESI−) M/Z 423 (M−H)−.